Task: describe an organic reaction: reactants, conditions, products, and yield. Dataset: the Open Reaction Database (ORD), a public repository of structured organic reaction records The reactants are C1CCNCC1, CCO, O=C1Cc2c(CCO)cccc2N1, O=Cc1ccc2[nH]ccc2c1. Yields the product O=C1Nc2cccc(CCO)c2C1=Cc1ccc2[nH]ccc2c1. RXN SMILES: [CH2:25]1[CH2:26][CH2:27][NH:28][CH2:29][CH2:30]1.[CH3:31][CH2:32][OH:33].[OH:1][CH2:2][CH2:3][c:4]1[c:5]2[c:9]([cH:10][cH:11][cH:12]1)[NH:8][C:7](=[O:13])[CH2:6]2.[nH:14]1[cH:15][cH:16][c:17]2[cH:18][c:19]([CH:23]=[O:24])[cH:20][cH:21][c:22]12>>[OH:1][CH2:2][CH2:3][c:4]1[c:5]2[c:9]([cH:10][cH:11][cH:12]1)[NH:8][C:7](=[O:13])[C:6]2=[CH:23][c:19]1[cH:18][c:17]2[cH:16][cH:15][nH:14][c:22]2[cH:21][cH:20]1. Starting materials: O=[N+]([O-])c1ccc(CBr)cc1[N+](=O)[O-], O=C([O-])[O-], CC#N, [K+], [K+], COC(=O)c1ccc2oc(=O)[nH]c2c1, O. The product is COC(=O)c1ccc2oc(=O)n(Cc3ccc([N+](=O)[O-])c([N+](=O)[O-])c3)c2c1. RXN SMILES: [Br:15][CH2:16][c:17]1[cH:18][c:19]([N+:26](=[O:27])[O-:28])[c:20]([N+:23](=[O:24])[O-:25])[cH:21][cH:22]1.[C:29](=[O:30])([O-:31])[O-:32].[CH3:36][C:37]#[N:38].[K+:33].[K+:34].[O:1]=[c:2]1[o:3][c:4]2[c:5]([nH:6]1)[cH:7][c:8]([C:11](=[O:12])[O:13][CH3:14])[cH:9][cH:10]2.[OH2:35]>>[O:1]=[c:2]1[o:3][c:4]2[c:5]([n:6]1[CH2:16][c:17]1[cH:18][c:19]([N+:26](=[O:27])[O-:28])[c:20]([N+:23](=[O:24])[O-:25])[cH:21][cH:22]1)[cH:7][c:8]([C:11](=[O:12])[O:13][CH3:14])[cH:9][cH:10]2. The reactants are BrC=1C=C(C=NC1)N1C2CN3CC(CC(C1)C3)C2 (4-(5-Bromopyridin-3-yl)-1,4-diazatricyclo[4.3.1.13,8]undecane), COC=1C=C(C=CC1)B(O)O (3-methoxyphenylboronic acid). Product: COC=1C=C(C=CC1)C=1C=C(C=NC1)N1C2CN3CC(CC(C1)C3)C2 (4-[5-(3-methoxyphenyl)pyridin-3-yl]-1,4-diazatricyclo[4.3.1.13,8]undecane). As a reaction SMILES: Br[C:2]1[CH:3]=[C:4]([N:8]2[CH2:16][CH:15]3[CH2:17][N:11]4[CH2:12][CH:13]([CH2:18][CH:9]2[CH2:10]4)[CH2:14]3)[CH:5]=[N:6][CH:7]=1.[CH3:19][O:20][C:21]1[CH:22]=[C:23](B(O)O)[CH:24]=[CH:25][CH:26]=1>>[CH3:19][O:20][C:21]1[CH:26]=[C:25]([C:2]2[CH:3]=[C:4]([N:8]3[CH2:16][CH:15]4[CH2:17][N:11]5[CH2:12][CH:13]([CH2:18][CH:9]3[CH2:10]5)[CH2:14]4)[CH:5]=[N:6][CH:7]=2)[CH:24]=[CH:23][CH:22]=1. Procedure details: The title compound was prepared from the product of Example 65A and 3-methoxyphenylboronic acid according to General Method B: LC-MS Method D (ESI+) m/z 336.0 (M+H)+, retention time 1.32 minutes. Yields the product C#CC(=O)Nc1ccc(-c2ccc(Cl)cc2)cc1. Reaction SMILES: [CH:1]1([N:2]=[C:3]=[N:4][CH:5]2[CH2:6][CH2:7][CH2:8][CH2:9][CH2:10]2)[CH2:11][CH2:12][CH2:13][CH2:14][CH2:15]1.[Cl:21][c:22]1[cH:23][cH:24][c:25](-[c:28]2[cH:29][cH:30][c:31]([NH2:34])[cH:32][cH:33]2)[cH:26][cH:27]1.[Cl:35][CH2:36][Cl:37].[OH:16][C:17](=[O:18])[C:19]#[CH:20]>>[O:16]=[C:17]([C:19]#[CH:20])[NH:34][c:31]1[cH:30][cH:29][c:28](-[c:25]2[cH:24][cH:23][c:22]([Cl:21])[cH:27][cH:26]2)[cH:33][cH:32]1. Starting materials: C(=NC1CCCCC1)=NC1CCCCC1, Nc1ccc(-c2ccc(Cl)cc2)cc1, ClCCl, C#CC(=O)O. Reported procedure: The title compound was prepared from a Suzuki coupling of 4-Methyl-2-(5-trifluoromethanesulfonyloxy-4′-trifluoromethyl-biphenyl-3-yl)-pentanoic acid ethyl ester (intermediate Example 1g) with 2-trifluoromethyl-phenylboronic acid under the conditions described in Example 1; 1H NMR (400 MHz, CHLOROFORM-D) δ ppm 0.86-0.97 (m, 6H), 1.54 (dt, J=13.39, 6.63 Hz, 1H), 1.75-1.85 (m, 1H), 2.01 (ddd, J=13.94, 7.95, 7.70 Hz, 1H), 3.78 (t, J=7.83 Hz, 1H), 7.36 (s, 1H), 7.38 (d, J=7.34 Hz, 1H), 7.45-7.53 (m, ... The product is FC(C1=C(C=CC=C1)C1=CC(=C(C(=C1)C(C(=O)O)CC(C)C)C(F)(F)F)C1=CC=CC=C1)(F)F (2-(2,4′-Bis-trifluoromethyl-[1,1′;3′,1″]terphenyl-5′-yl)-4-methyl-pentanoic acid). Reactants: C(C)OC(C(CC(C)C)C=1C=C(C=C(C1)OS(=O)(=O)C(F)(F)F)C1=CC=C(C=C1)C(F)(F)F)=O (4-Methyl-2-(5-trifluoromethanesulfonyloxy-4′-trifluoromethyl-biphenyl-3-yl)-pentanoic acid ethyl ester), FC(C1=C(C=CC=C1)B(O)O)(F)F (2-trifluoromethyl-phenylboronic acid). Reaction SMILES: C([O:3][C:4](=[O:34])[CH:5]([C:10]1[CH:11]=[C:12]([C:24]2[CH:29]=[CH:28][C:27](C(F)(F)F)=[CH:26][CH:25]=2)[CH:13]=[C:14](OS(C(F)(F)F)(=O)=O)[CH:15]=1)[CH2:6][CH:7]([CH3:9])[CH3:8])C.[F:35][C:36]([F:47])([F:46])[C:37]1[CH:42]=[CH:41][CH:40]=[CH:39][C:38]=1B(O)O>>[F:35][C:36]([F:47])([F:46])[C:37]1[CH:42]=[CH:41][CH:40]=[CH:39][C:38]=1[C:14]1[CH:15]=[C:10]([CH:5]([CH2:6][CH:7]([CH3:8])[CH3:9])[C:4]([OH:3])=[O:34])[C:11]([C:36]([F:47])([F:46])[F:35])=[C:12]([C:24]2[CH:25]=[CH:26][CH:27]=[CH:28][CH:29]=2)[CH:13]=1. The reactants are ClC1=NC=C(C=N1)O[C@H]1CN(CC1)C (2-chloro-5-{[(3R)-1-methylpyrrolidin-3-yl]oxy}pyrimidine), ClC1=NC=C(C=N1)OC1CCN(CC1)C (2-chloro-5-[(1-methylpiperidin-4-yl)oxy]pyrimidine), FC1(CCC(CC1)C1=C(C(=NC=2CC(CC(C12)OCC1=CC=C(C=C1)OC)(C)C)C1CCNCC1)C(C1=CC=C(C=C1)C(F)(F)F)F)F ((−)-4-(4,4-Difluorocyclohexyl)-3-{fluoro[4-(trifluoromethyl)phenyl]methyl}-5-[(4-methoxybenzyl)oxy]-7,7-dimethyl-2-(piperidin-4-yl)-5,6,7,8-tetrahydroquinoline). Yields the product FC1(CCC(CC1)C1=C(C(=NC=2CC(CC(C12)O)(C)C)C1CCN(CC1)C1=NC=C(C=N1)O[C@H]1CN(CC1)C)C(C1=CC=C(C=C1)C(F)(F)F)F)F (4-(4,4-Difluorocyclohexyl)-3-{fluoro[4-(trifluoromethyl)phenyl]methyl}-7,7-dimethyl-2-[1-(5-{[(3R)-1-methylpyrrolidin-3-yl]oxy}pyrimidin-2-yl)piperidin-4-yl]-5,6,7,8-tetrahydroquinolin-5-ol), solid. The yield is 44.0%. RXN SMILES: Cl[C:2]1[N:7]=[CH:6][C:5]([O:8][C@@H:9]2[CH2:13][CH2:12][N:11]([CH3:14])[CH2:10]2)=[CH:4][N:3]=1.ClC1N=CC(OC2CCN(C)CC2)=CN=1.[F:30][C:31]1([F:77])[CH2:36][CH2:35][CH:34]([C:37]2[C:46]3[CH:45]([O:47]CC4C=CC(OC)=CC=4)[CH2:44][C:43]([CH3:58])([CH3:57])[CH2:42][C:41]=3[N:40]=[C:39]([CH:59]3[CH2:64][CH2:63][NH:62][CH2:61][CH2:60]3)[C:38]=2[CH:65]([F:76])[C:66]2[CH:71]=[CH:70][C:69]([C:72]([F:75])([F:74])[F:73])=[CH:68][CH:67]=2)[CH2:33][CH2:32]1>>[F:77][C:31]1([F:30])[CH2:36][CH2:35][CH:34]([C:37]2[C:46]3[CH:45]([OH:47])[CH2:44][C:43]([CH3:57])([CH3:58])[CH2:42][C:41]=3[N:40]=[C:39]([CH:59]3[CH2:64][CH2:63][N:62]([C:2]4[N:7]=[CH:6][C:5]([O:8][C@@H:9]5[CH2:13][CH2:12][N:11]([CH3:14])[CH2:10]5)=[CH:4][N:3]=4)[CH2:61][CH2:60]3)[C:38]=2[CH:65]([F:76])[C:66]2[CH:71]=[CH:70][C:69]([C:72]([F:74])([F:75])[F:73])=[CH:68][CH:67]=2)[CH2:33][CH2:32]1. Procedure details: Reactions similar to those of Reference Example 29 and Example 38 were performed except for using 2-chloro-5-{[(3R)-1-methylpyrrolidin-3-yl]oxy}pyrimidine, which was prepared by a method similar to that of Reference Example 30, instead of 2-chloro-5-[(1-methylpiperidin-4-yl)oxy]pyrimidine, and from 100 mg (0.155 mmol) of (−)-4-(4,4-Difluorocyclohexyl)-3-{fluoro[4-(trifluoromethyl)phenyl]methyl}-5-[(4-methoxybenzyl)oxy]-7,7-dimethyl-2-(piperidin-4-yl)-5,6,7,8-tetrahydroquinoline, which was prepar... Reactants: CC(C)(C)OC(=O)N1CCC(Oc2ccc(C#N)c(C(F)(F)F)c2)CC1, CCO, [Na+], [OH-], O. The product is CC(C)(C)OC(=O)N1CCC(Oc2ccc(C(=O)O)c(C(F)(F)F)c2)CC1. Reaction SMILES: [C:1]([CH3:2])([CH3:3])([CH3:4])[O:5][C:6](=[O:7])[N:8]1[CH2:9][CH2:10][CH:11]([O:14][c:15]2[cH:16][c:17]([C:23]([F:24])([F:25])[F:26])[c:18]([C:19]#[N:20])[cH:21][cH:22]2)[CH2:12][CH2:13]1.[CH3:30][CH2:31][OH:32].[Na+:28].[OH-:27].[OH2:29]>>[C:1]([CH3:2])([CH3:3])([CH3:4])[O:5][C:6](=[O:7])[N:8]1[CH2:9][CH2:10][CH:11]([O:14][c:15]2[cH:16][c:17]([C:23]([F:24])([F:25])[F:26])[c:18]([C:19](=[O:27])[OH:29])[cH:21][cH:22]2)[CH2:12][CH2:13]1.